Dataset: the Open Reaction Database (ORD), a public repository of structured organic reaction records. Task: describe an organic reaction: reactants, conditions, products, and yield The reactants are [Al+3], CN(CCCC#N)c1ccccc1, CCOC(C)=O, [H-], [H-], [H-], [H-], [Li+]. Yields the product CN(CCCCN)c1ccccc1. As a reaction SMILES: [Al+3:2].[C:7](#[N:8])[CH2:9][CH2:10][CH2:11][N:12]([c:13]1[cH:14][cH:15][cH:16][cH:17][cH:18]1)[CH3:19].[CH3:20][CH2:21][O:22][C:23](=[O:24])[CH3:25].[H-:1].[H-:4].[H-:5].[H-:6].[Li+:3]>>[CH2:7]([NH2:8])[CH2:9][CH2:10][CH2:11][N:12]([c:13]1[cH:14][cH:15][cH:16][cH:17][cH:18]1)[CH3:19]. The reactants are CO (methanol), [OH-].[Na+] (sodium hydroxide), C1(CCCCC1)C=1C=2C=CC(=CC2N2C1C1=C(C=C(C2)C2=C(C=NN2CC)C(=O)OCC)C=C(C=C1)OC)C(NS(=O)(=O)C(C)C)=O (Ethyl 5-(13-cyclohexyl-10-((isopropylsulfonyl)carbamoyl)-3-methoxy-7H-indolo[2,1-a][2]benzazepin-6-yl)-1-ethyl-1H-pyrazole-4-carboxylate). Solvent: C1CCOC1 (THF). Reaction conditions: time 16.5 hour. Product: C1(CCCCC1)C=1C=2C=CC(=CC2N2C1C1=C(C=C(C2)C2=C(C=NN2CC)C(=O)O)C=C(C=C1)OC)C(NS(=O)(=O)C(C)C)=O (5-(13-cyclohexyl-10-((isopropylsulfonyl)carbamoyl)-3-methoxy-7H-indolo[2,1-a][2]benzazepin-6-yl)-1-ethyl-1H-pyrazole-4-carboxylic acid). As a reaction SMILES: [CH:1]1([C:7]2[C:8]3[CH:9]=[CH:10][C:11]([C:39](=[O:47])[NH:40][S:41]([CH:44]([CH3:46])[CH3:45])(=[O:43])=[O:42])=[CH:12][C:13]=3[N:14]3[CH2:20][C:19]([C:21]4[N:25]([CH2:26][CH3:27])[N:24]=[CH:23][C:22]=4[C:28]([O:30]CC)=[O:29])=[CH:18][C:17]4[CH:33]=[C:34]([O:37][CH3:38])[CH:35]=[CH:36][C:16]=4[C:15]=23)[CH2:6][CH2:5][CH2:4][CH2:3][CH2:2]1.CO.[OH-].[Na+]>C1COCC1>[CH:1]1([C:7]2[C:8]3[CH:9]=[CH:10][C:11]([C:39](=[O:47])[NH:40][S:41]([CH:44]([CH3:46])[CH3:45])(=[O:42])=[O:43])=[CH:12][C:13]=3[N:14]3[CH2:20][C:19]([C:21]4[N:25]([CH2:26][CH3:27])[N:24]=[CH:23][C:22]=4[C:28]([OH:30])=[O:29])=[CH:18][C:17]4[CH:33]=[C:34]([O:37][CH3:38])[CH:35]=[CH:36][C:16]=4[C:15]=23)[CH2:2][CH2:3][CH2:4][CH2:5][CH2:6]1 |f:2.3|. Procedure: Ethyl 5-(13-cyclohexyl-10-((isopropylsulfonyl)carbamoyl)-3-methoxy-7H-indolo[2,1-a][2]benzazepin-6-yl)-1-ethyl-1H-pyrazole-4-carboxylate was dissolved in THF (14 mL) and methanol (14 mL) then sodium hydroxide (15 mL, 15.00 mmol) (1.0N aqueous) was added to the reaction. The reaction was placed under a nitrogen atmosphere and stirred at room temperature for 16.5 hrs. The reaction was concentrated in vacuo using a rotary evaporator (bath temp equal to less than 26 C) then partitioned between ethyl... The reactants are P(OC(C#N)(CC)CC)([O-])=O (diethylcyanomethyl phosphonate), C1CCOC1 (THF), [H-].[Na+] (sodium hydride), C1CCOC1 (THF), O (Water), CCOC(=O)C (EtOAc), 5-Acetyl-2,3-dihydro[b]benzofuran, C1CCOC1 (THF). Run at temperature 0 celsius, time 1 hour. The product is O1CC(C2=C1C=CC=C2)CCN (2-(2,3-Dihydro-1-benzofuran-3-yl)-ethylamine). Isolated yield 69.0%. As a reaction SMILES: [H-].[Na+].P(=O)([O-])O[C:5](CC)(CC)[C:6]#[N:7].O.[CH3:15][CH2:16][O:17][C:18]([CH3:20])=O.[CH2:21]1[CH2:25]O[CH2:23][CH2:22]1>>[O:17]1[C:18]2[CH:20]=[CH:23][CH:22]=[CH:21][C:25]=2[CH:15]([CH2:5][CH2:6][NH2:7])[CH2:16]1 |f:0.1|. Procedure: To a stirred suspension of sodium hydride (247 mg, 6.16 mmol) in dry THF (6 ml) at 0° C. under nitrogen was added a solution of diethylcyanomethyl phosphonate (0.98 ml, 6.16 mmol) in 2 ml THF and the whole stirred at 0° C. for 1 h. 5-Acetyl-2,3-dihydro[b]benzofuran (Aldrich) (1 g, 6.16 mmol) in THF (2 ml) was added dropwise and the whole stirred at room temperature for 16 h. Water (20 ml) and EtOAc (20 ml) were added, the organic layer separated, and the aqueous layer extracted with EtOAc (2×20 ... Yields the product C(C1=CC=CC=C1)N1C(NC2=C1C(=NC=C2)Cl)=O (3-Benzyl-4-chloro-1,3-dihydroimidazo[4,5-c]pyridin-2-one). Reaction SMILES: C[N+]1([O-])CCOCC1.I([O-])(=O)(=O)=O.[Na+].C([N:18]1[C:26]2[CH:25]=[CH:24][N:23]=[C:22]([Cl:27])[C:21]=2[N:20]([CH2:28][C:29]2[CH:34]=[CH:33][CH:32]=[CH:31][CH:30]=2)[C:19]1=[O:35])C=C>O=[Os](=O)(=O)=O.O.O1CCOCC1>[CH2:28]([N:20]1[C:21]2[C:22]([Cl:27])=[N:23][CH:24]=[CH:25][C:26]=2[NH:18][C:19]1=[O:35])[C:29]1[CH:34]=[CH:33][CH:32]=[CH:31][CH:30]=1 |f:1.2|. Reagents/catalysts: O=[Os](=O)(=O)=O (osmic acid). Reactants: C[N+]1(CCOCC1)[O-] (4-methyl morpholine N-oxide), aqueous solution, aqueous solution, I(=O)(=O)(=O)[O-].[Na+] (sodium periodate), C(C=C)N1C(N(C=2C(=NC=CC21)Cl)CC2=CC=CC=C2)=O (1-allyl-3-benzyl-4-chloro-1,3-dihydroimidazo[4,5-c]pyridin-2-one). Conditions: temperature 60 celsius. Procedure details: 1.5 ml of water, 1.06 g of 4-methyl morpholine N-oxide, 3 ml of an aqueous solution of 2% osmic acid, and a 6 ml aqueous solution of 1.94 g of sodium periodate were added to a 15 ml 1,4-dioxane solution of 0.75 g of 1-allyl-3-benzyl-4-chloro-1,3-dihydroimidazo[4,5-c]pyridin-2-one, and the mixture was heated at 60° C. for 18 hours. 200 ml of water was added to the solution, and the mixture was extracted with 100 ml of ethyl acetate. The organic layer was washed twice with 50 ml of water and then ... The solvent is O (water), O1CCOCC1 (1,4-dioxane), O (water). Isolated yield 58.5%. Starting materials: CS(=O)(=O)N=C=S, CC#N, CNC(=C[N+](=O)[O-])NCc1ccc(Cl)nc1. Yields the product CNC(NCc1ccc(Cl)nc1)=C(C(=S)NS(C)(=O)=O)[N+](=O)[O-]. As a reaction SMILES: [CH3:17][S:18](=[O:19])(=[O:20])[N:21]=[C:22]=[S:23].[CH3:24][C:25]#[N:26].[Cl:1][c:2]1[cH:3][cH:4][c:5]([CH2:8][NH:9][C:10](=[CH:11][N+:12](=[O:13])[O-:14])[NH:15][CH3:16])[cH:6][n:7]1>>[Cl:1][c:2]1[cH:3][cH:4][c:5]([CH2:8][NH:9][C:10](=[C:11]([N+:12](=[O:13])[O-:14])[C:22]([NH:21][S:18]([CH3:17])(=[O:19])=[O:20])=[S:23])[NH:15][CH3:16])[cH:6][n:7]1. Starting materials: NC1=C(C=NC=C1)C (4-amino-3-methylpyridine), C[Si]([N-][Si](C)(C)C)(C)C.[Na+] (sodium hexamethyldisilazide), O (Water), [N+](=O)([O-])C1=CC=C(C=C1)OC(=O)C=1C=CC(=C2C1C=C(O2)S(N(C)C)(=O)=O)OC (2-Dimethylsulfamyl-7-methoxy-benzofuran-4-carboxylic acid 4-nitrophenyl ester). The solvent is CN(C=O)C (dimethylformamide). Reaction conditions: time 5 minute. Yields the product CC=1C=NC=CC1NC(=O)C=1C=CC(=C2C1C=C(O2)S(N(C)C)(=O)=O)OC (2-Dimethylsulfamyl-7-methoxybenzofuran-4-carboxylic Acid (3-methyl-pyridin-4-yl)amide). The yield is 81.0%. Reaction SMILES: [NH2:1][C:2]1[CH:7]=[CH:6][N:5]=[CH:4][C:3]=1[CH3:8].C[Si](C)(C)[N-][Si](C)(C)C.[Na+].[N+](C1C=CC([O:28][C:29]([C:31]2[CH:32]=[CH:33][C:34]([O:46][CH3:47])=[C:35]3[O:39][C:38]([S:40](=[O:45])(=[O:44])[N:41]([CH3:43])[CH3:42])=[CH:37][C:36]=23)=O)=CC=1)([O-])=O.O>CN(C)C=O>[CH3:8][C:3]1[CH:4]=[N:5][CH:6]=[CH:7][C:2]=1[NH:1][C:29]([C:31]1[CH:32]=[CH:33][C:34]([O:46][CH3:47])=[C:35]2[O:39][C:38]([S:40](=[O:44])(=[O:45])[N:41]([CH3:43])[CH3:42])=[CH:37][C:36]=12)=[O:28] |f:1.2|. Procedure details: To a stirred solution of 4-amino-3-methylpyridine (200 mg) in dimethylformamide (8 ml) under an atmosphere of nitrogen at 0° C. was added sodium hexamethyldisilazide (1.0M solution in tetrahydrofuran, 1.9 ml). The reaction mixture was stirred at this temperature for 5 minutes. 2-Dimethylsulfamyl-7-methoxy-benzofuran-4-carboxylic acid 4-nitrophenyl ester (400 mg) was then added and stirring continued for 30 minutes. Water (10 ml) was added and the solvent was removed in vacuo. The residue was dis... Reactants: C(=O)(OC(C)(C)C)N[C@H]([C@H](C[C@H](C(=O)O)CC1=CC(=CC=C1)OC)O)CC1=CC=CC=C1 (5(S)-(Boc-amino)-4(S)-hydroxy-6-phenyl-2(R)-[(3-methoxyphenyl)methyl]hexanoic acid), C([O-])([O-])=O.[K+].[K+] (potassium carbonate), crude product, C(C)(C)(C)[Si](Cl)(C)C (tert-butyldimethylchlorosilane), N1C=NC=C1 (imidazole). Run in C1CCOC1 (THF), CO (methanol), O (water), CN(C)C=O (DMF). The product is C(=O)(OC(C)(C)C)N[C@H]([C@H](C[C@H](C(=O)O)CC1=CC(=CC=C1)OC)O[Si](C)(C)C(C)(C)C)CC1=CC=CC=C1 (5(S)-(Boc-Amino)-4(S)-(tert-butyldimethylsilyloxy)-6-phenyl-2(R)-[(3-methoxyphenyl)methyl]hexanoic acid). RXN SMILES: [C:1]([NH:8][C@@H:9]([CH2:26][C:27]1[CH:32]=[CH:31][CH:30]=[CH:29][CH:28]=1)[C@@H:10]([OH:25])[CH2:11][C@@H:12]([CH2:16][C:17]1[CH:22]=[CH:21][CH:20]=[C:19]([O:23][CH3:24])[CH:18]=1)[C:13]([OH:15])=[O:14])([O:3][C:4]([CH3:7])([CH3:6])[CH3:5])=[O:2].[C:33]([Si:37]([CH3:40])([CH3:39])Cl)([CH3:36])([CH3:35])[CH3:34].N1C=CN=C1.C(=O)([O-])[O-].[K+].[K+]>CN(C=O)C.O.C1COCC1.CO>[C:1]([NH:8][C@@H:9]([CH2:26][C:27]1[CH:28]=[CH:29][CH:30]=[CH:31][CH:32]=1)[C@@H:10]([O:25][Si:37]([C:33]([CH3:36])([CH3:35])[CH3:34])([CH3:40])[CH3:39])[CH2:11][C@@H:12]([CH2:16][C:17]1[CH:22]=[CH:21][CH:20]=[C:19]([O:23][CH3:24])[CH:18]=1)[C:13]([OH:15])=[O:14])([O:3][C:4]([CH3:6])([CH3:7])[CH3:5])=[O:2] |f:3.4.5|. Reported procedure: In analogy with Example 44e), 1.3 g of 5(S)-(Boc-amino)-4(S)-hydroxy-6-phenyl-2(R)-[(3-methoxyphenyl)methyl]hexanoic acid in 13 ml of DMF are silylated with 1.987 g of tert-butyldimethylchlorosilane and 1.646 g of imidazole. The silyl ester group in the crude product is detached at RT in 2 h in a mixture consisting of 38.94 ml of methanol, 13.34 ml of THF, 13.34 ml of water and 2.35 g of potassium carbonate. Chromatography on silica gel (eluents: E, D and C) yields the pure title compound. TLC R...